The task is: describe an organic reaction: reactants, conditions, products, and yield. This data is from the Open Reaction Database (ORD), a public repository of structured organic reaction records. Reactants: OC1=C(C=CC=C1)C(C)=O (1-(2-Hydroxyphenyl)ethanone), N1CCCC1 (pyrrolidine), Cl (HCl), COC1=C(C=C(C(=O)N2CCC(CC2)=O)C=C1)C(F)(F)F (1-(4-methoxy-3-(trifluoromethyl)benzoyl)piperidin-4-one). The solvent is ClCCl (dichloromethane), C(C)(=O)OCC (Ethyl acetate), CO (methanol). Run at temperature 80 celsius, time 8 hour. Yields the product COC1=C(C=C(C(=O)N2CCC3(CC2)OC2=CC=CC=C2C(C3)=O)C=C1)C(F)(F)F (1′-(4-methoxy-3-(trifluoromethyl)benzoyl)spiro[chroman-2,4′-piperidin]-4-one). Yield: 78.9%. RXN SMILES: [OH:1][C:2]1[CH:7]=[CH:6][CH:5]=[CH:4][C:3]=1[C:8](=[O:10])[CH3:9].N1CCCC1.[CH3:16][O:17][C:18]1[CH:32]=[CH:31][C:21]([C:22]([N:24]2[CH2:29][CH2:28][C:27](=O)[CH2:26][CH2:25]2)=[O:23])=[CH:20][C:19]=1[C:33]([F:36])([F:35])[F:34].Cl>ClCCl.C(OCC)(=O)C.CO>[CH3:16][O:17][C:18]1[CH:32]=[CH:31][C:21]([C:22]([N:24]2[CH2:25][CH2:26][C:27]3([CH2:9][C:8](=[O:10])[C:3]4[C:2](=[CH:7][CH:6]=[CH:5][CH:4]=4)[O:1]3)[CH2:28][CH2:29]2)=[O:23])=[CH:20][C:19]=1[C:33]([F:36])([F:34])[F:35]. Procedure details: 1-(2-Hydroxyphenyl)ethanone (1.80 g, 13.3 mmol) was added portion wise at 25° C. to pyrrolidine (2.20 mL, 26.6 mmol) followed by portion-wise addition of 1-(4-methoxy-3-(trifluoromethyl)benzoyl)piperidin-4-one (4.00 g, 13.3 mmol). Anhydrous methanol (868 μL) was then added and the red slurry was heated at 80° C. for 3 hours. The reaction was cooled to 25° C. and was stirred overnight. Ethyl acetate (5 mL) and 1M HCl (aq, 5 mL) were added. The aqueous layer was separated and discarded. 1M NaOH (a... Reactants: OC=1C=C(C=CC1)CC(C)NC=1C=C(SC1C)C(=S)OC (Methyl 4-{[(3-hydroxyphenyl)methylethyl]amino}-5-methylthiothiophene-2-carboxylate), NaHB(OAc)3, NC=1C=C(SC1C)C(=S)OC (methyl 4-amino-5-methylthiothiophene-2-carboxylate), C(C)(=O)OC=1C=C(C=O)C=CC1 (3-acetoxybenzaldehyde). Product: OC=1C=C(C=CC1)CNC=1C=C(SC1C)C(=S)OC (methyl 4-{[(3-hydroxyphenyl)methyl]amino}-5-methylthiothiophene-2-carboxylate). As a reaction SMILES: O[C:2]1[CH:3]=[C:4]([CH2:8][CH:9]([NH:11][C:12]2[CH:13]=[C:14]([C:18]([O:20][CH3:21])=[S:19])[S:15][C:16]=2[CH3:17])C)C=[CH:6][CH:7]=1.NC1C=C(C([O:31]C)=S)SC=1C.C(OC1C=C(C=CC=1)C=O)(=O)C>>[OH:31][C:3]1[CH:4]=[C:8]([CH2:9][NH:11][C:12]2[CH:13]=[C:14]([C:18]([O:20][CH3:21])=[S:19])[S:15][C:16]=2[CH3:17])[CH:6]=[CH:7][CH:2]=1. Procedure details: Methyl 4-{[(3-hydroxyphenyl)methylethyl]amino}-5-methylthiothiophene-2-carboxylate: Using the procedure described in Example 220, step (a), 61.6 mg (0.30 mmol) of methyl 4-amino-5-methylthiothiophene-2-carboxylate, 49.5 mg (0.30 mmol) of 3-acetoxybenzaldehyde, and 135 mg (2.2 equiv, 0.63 mmol) of NaHB(OAc)3 were allowed to react to give methyl 4-{[(3-hydroxyphenyl)methyl]amino}-5-methylthiothiophene-2-carboxylate. Mass spectrum (ESI, m/z): Calcd. for C14H16NO3S2, 352.07 (M+H), found, 350.2 (imin... Starting materials: ClB(Cl)Cl, CCCC[N+](CCCC)(CCCC)CCCC, ClCCl, COC(=O)Cc1ccc(-c2ccc(OC)cc2)cc1, [I-]. Yields the product COC(=O)Cc1ccc(-c2ccc(O)cc2)cc1. RXN SMILES: [B:1]([Cl:2])([Cl:3])[Cl:4].[CH2:25]([N+:26]([CH2:27][CH2:28][CH2:29][CH3:30])([CH2:31][CH2:32][CH2:33][CH3:34])[CH2:35][CH2:36][CH2:37][CH3:38])[CH2:39][CH2:40][CH3:41].[CH2:42]([Cl:43])[Cl:44].[CH3:5][O:6][c:7]1[cH:8][cH:9][c:10](-[c:13]2[cH:14][cH:15][c:16]([CH2:19][C:20](=[O:21])[O:22][CH3:23])[cH:17][cH:18]2)[cH:11][cH:12]1.[I-:24]>>[OH:6][c:7]1[cH:8][cH:9][c:10](-[c:13]2[cH:14][cH:15][c:16]([CH2:19][C:20](=[O:21])[O:22][CH3:23])[cH:17][cH:18]2)[cH:11][cH:12]1. The reactants are CS(=O)(=O)Cl, NCCc1cc(OCC2CCCC2)c2c(N)c(C(N)=O)sc2c1, O, c1ccncc1. Product: CS(=O)(=O)NCCc1cc(OCC2CCCC2)c2c(N)c(C(N)=O)sc2c1. Reaction SMILES: [CH3:24][S:25]([Cl:26])(=[O:27])=[O:28].[NH2:1][c:2]1[c:3]2[c:4]([s:5][c:6]1[C:7](=[O:8])[NH2:9])[cH:10][c:11]([CH2:21][CH2:22][NH2:23])[cH:12][c:13]2[O:14][CH2:15][CH:16]1[CH2:17][CH2:18][CH2:19][CH2:20]1.[OH2:35].[cH:29]1[cH:30][cH:31][n:32][cH:33][cH:34]1>>[NH2:1][c:2]1[c:3]2[c:4]([s:5][c:6]1[C:7](=[O:8])[NH2:9])[cH:10][c:11]([CH2:21][CH2:22][NH:23][S:25]([CH3:24])(=[O:27])=[O:28])[cH:12][c:13]2[O:14][CH2:15][CH:16]1[CH2:17][CH2:18][CH2:19][CH2:20]1. Reactants: C(C)(C)(C)OC(NC=1C(=NC=CC1)Br)=O ((2-bromo-pyridin-3-yl)-carbamic acid tert-butyl ester), C(C1=CC=CC=C1)OC(N[C@@H]1C(N(CC1)CC#C)=O)=O (2-oxo-1-prop-2-ynyl-pyrrolidin-3-(S)-yl carbamic acid benzyl ester). The product is C(C)(C)(C)OC(=O)N1C(=CC2=NC=CC=C21)CN2C([C@H](CC2)N)=O (2-(3-(S)-Amino-2-oxo-pyrrolidin-1-ylmethyl)-pyrrolo[3,2-b]pyridine-1-carboxylic Acid tert-Butyl Ester), solid. Yield: 14.9%. RXN SMILES: [C:1]([O:5][C:6](=[O:15])[NH:7][C:8]1[C:9](Br)=[N:10][CH:11]=[CH:12][CH:13]=1)([CH3:4])([CH3:3])[CH3:2].C(OC(=O)[NH:25][C@H:26]1[CH2:30][CH2:29][N:28]([CH2:31][C:32]#[CH:33])[C:27]1=[O:34])C1C=CC=CC=1>>[C:1]([O:5][C:6]([N:7]1[C:8]2[C:9](=[N:10][CH:11]=[CH:12][CH:13]=2)[CH:33]=[C:32]1[CH2:31][N:28]1[CH2:29][CH2:30][C@H:26]([NH2:25])[C:27]1=[O:34])=[O:15])([CH3:4])([CH3:3])[CH3:2]. Procedure details: The title compound is prepared from (2-bromo-pyridin-3-yl)-carbamic acid tert-butyl ester (1.6 g, 5.9 mmol) and (2-oxo-1-prop-2-ynyl-pyrrolidin-3-(S)-yl carbamic acid benzyl ester (1.6 g, 5.9 mmol) according to the methods described in EXAMPLE 59, Parts C,D and E. The title compound was obtained as a white solid (0.29 g, 0.88 mmol). Reactants: [Li+].[OH-] (LiOH), CC1=C(C(=CC(=C1)C)C)S(=O)(=O)[O-].NN1C(C(=CC(=C1C)Cl)C)=[NH2+] (1-Amino-5-chloro-3,6-dimethylpyridin-2(1H)-iminium 2,4,6-trimethylbenzenesulfonate), C(=O)C1C(C1)C(=O)OCC (ethyl 2-formylcyclopropanecarboxylate), [OH-].[K+] (KOH). The solvent is O1CCCC1 (tetrahydrofuran), CO (methanol). Conditions: time 1 hour. Yields the product ClC=1C=C(C=2N(C1C)N=C(N2)C2C(C2)C(=O)O)C (2-(6-Chloro-5,8-dimethyl-[1,2,4]triazolo[1,5-a]pyridin-2-yl)cyclopropanecarboxylic acid). Isolated yield 97.9%. RXN SMILES: CC1C=C(C)C=C(C)C=1S([O-])(=O)=O.[NH2:14][N:15]1[C:20]([CH3:21])=[C:19]([Cl:22])[CH:18]=[C:17]([CH3:23])[C:16]1=[NH2+:24].[CH:25]([CH:27]1[CH2:29][CH:28]1[C:30]([O:32]CC)=[O:31])=O.[OH-].[K+].[Li+].[OH-]>CO.O1CCCC1>[Cl:22][C:19]1[CH:18]=[C:17]([CH3:23])[C:16]2[N:15]([N:14]=[C:25]([CH:27]3[CH2:29][CH:28]3[C:30]([OH:32])=[O:31])[N:24]=2)[C:20]=1[CH3:21] |f:0.1,3.4,5.6|. Procedure details: 1-Amino-5-chloro-3,6-dimethylpyridin-2(1H)-iminium 2,4,6-trimethylbenzenesulfonate (100 mg, 269 μmol, Eq: 1.00) was added to a solution of ethyl 2-formylcyclopropanecarboxylate (38.2 mg, 269 μmol, Eq: 1.00) in methanol (2 ml). 2 N KOH aq (200 μl, 400 μmol, Eq: 1.49) was added and the yellow mixture was stirred for 1 h at room temperature under air. 1 N LiOH aq (4 mL, 4 mmol, Eq: 14.9) and tetrahydrofuran (8 ml) were added and the mixture was stirred for 30 min at room temperature. Volatile organ...